This data is from the Open Reaction Database (ORD), a public repository of structured organic reaction records. The task is: describe an organic reaction: reactants, conditions, products, and yield The reactants are C(C)(=O)Cl (acetyl chloride), N1CCC(=CC1)C1=CC=C(C=C1)NC(=O)N1CC2=CC=CC=C2C1 (N-(4-(1,2,3,6-tetrahydropyridin-4-yl)phenyl)isoindoline-2-carboxamide), NC=1C=C2CN(CC2=CC1)C(=O)NC1=CC=C(C=C1)C(NCCC)=O (5-amino-N-(4-(propylcarbamoyl)phenyl)isoindoline-2-carboxamide). Product: CC1=CC=C(C(=O)N2CCC(=CC2)C2=CC=C(C=C2)NC(=O)N2CC3=CC=CC=C3C2)C=C1 (N-{4-[1-(4-methylbenzoyl)-1,2,3,6-tetrahydropyridin-4-yl]phenyl}-1,3-dihydro-2H-isoindole-2-carboxamide). As a reaction SMILES: [C:1](Cl)(=[O:3])[CH3:2].[NH:5]1[CH2:10][CH:9]=[C:8]([C:11]2[CH:16]=[CH:15][C:14]([NH:17][C:18]([N:20]3[CH2:28][C:27]4[C:22](=[CH:23][CH:24]=[CH:25][CH:26]=4)[CH2:21]3)=[O:19])=[CH:13][CH:12]=2)[CH2:7][CH2:6]1.N[C:30]1[CH:31]=[C:32]2[C:36](=CC=1)[CH2:35]N(C(NC1C=CC(C(=O)NCCC)=CC=1)=O)[CH2:33]2>>[CH3:33][C:32]1[CH:36]=[CH:35][C:2]([C:1]([N:5]2[CH2:6][CH:7]=[C:8]([C:11]3[CH:16]=[CH:15][C:14]([NH:17][C:18]([N:20]4[CH2:21][C:22]5[C:27](=[CH:26][CH:25]=[CH:24][CH:23]=5)[CH2:28]4)=[O:19])=[CH:13][CH:12]=3)[CH2:9][CH2:10]2)=[O:3])=[CH:30][CH:31]=1. Procedure: The title compound was prepared as described in Example 278, substituting 4-methylbenzoyl chloride for acetyl chloride and N-(4-(1,2,3,6-tetrahydropyridin-4-yl)phenyl)isoindoline-2-carboxamide for 5-amino-N-(4-(propylcarbamoyl)phenyl)isoindoline-2-carboxamide. 1H NMR (400 MHz, DMSO-d6) δ ppm 8.38 (s, 1H), 7.55-7.58 (m, 2H), 7.20-7.39 (m, 10H), 6.01-6.21 (m, 1H), 4.77 (s, 4H), 3.93-4.36 (m, 2H), 3.43-3.90 (m, 2H), 2.48-2.57 (m, 2H), 2.36 (s, 3H); MS (ESI(+)) m/e 438 (M+H)+. The reactants are CN1CCOCC1, CCN=C=NCCCN(C)C, [Cl-], O=C(Nc1ccc(Cl)cc1)C1CCC[NH2+]1, Cl, O=C(O)Cc1ccc(N2CCOCC2=O)cc1, CN(C)C=O, O. The product is O=C(Nc1ccc(Cl)cc1)C1CCCN1C(=O)Cc1ccc(N2CCOCC2=O)cc1. As a reaction SMILES: [CH3:1][N:2]1[CH2:3][CH2:4][O:5][CH2:6][CH2:7]1.[CH3:9][N:10]([CH3:11])[CH2:12][CH2:13][CH2:14][N:15]=[C:16]=[N:17][CH2:18][CH3:19].[Cl-:20].[Cl:21][c:22]1[cH:23][cH:24][c:25]([NH:28][C:29](=[O:30])[CH:31]2[NH2+:32][CH2:33][CH2:34][CH2:35]2)[cH:26][cH:27]1.[ClH:8].[O:36]=[C:37]1[CH2:38][O:39][CH2:40][CH2:41][N:42]1[c:43]1[cH:44][cH:45][c:46]([CH2:49][C:50](=[O:51])[OH:52])[cH:47][cH:48]1.[O:53]=[CH:54][N:55]([CH3:56])[CH3:57].[OH2:58]>>[Cl:21][c:22]1[cH:23][cH:24][c:25]([NH:28][C:29](=[O:30])[CH:31]2[N:32]([C:50]([CH2:49][c:46]3[cH:45][cH:44][c:43]([N:42]4[C:37](=[O:36])[CH2:38][O:39][CH2:40][CH2:41]4)[cH:48][cH:47]3)=[O:51])[CH2:33][CH2:34][CH2:35]2)[cH:26][cH:27]1. Reactants: ClCCl (dichloromethane), ClC1=NC(=CC(=C1N)NCC(C)C)C (2-chloro-N4-(2-methylpropyl)-6-methyl pyridin-3,4-diamine), C(C)OCC(=O)Cl (ethoxyacetyl chloride). Run in C(C)N(CC)CC (triethylamine). Run at temperature 0 celsius, time 2 hour. Yields the product ClC1=NC(=CC(=C1NC(COCC)=O)NCC(C)C)C (N-[2-Chloro-4-(2-methylpropylamino)-6-methylpyridin-3-yl]-2-ethoxyacetamide). As a reaction SMILES: ClCCl.[Cl:4][C:5]1[C:10]([NH2:11])=[C:9]([NH:12][CH2:13][CH:14]([CH3:16])[CH3:15])[CH:8]=[C:7]([CH3:17])[N:6]=1.[CH2:18]([O:20][CH2:21][C:22](Cl)=[O:23])[CH3:19]>C(N(CC)CC)C>[Cl:4][C:5]1[C:10]([NH:11][C:22](=[O:23])[CH2:21][O:20][CH2:18][CH3:19])=[C:9]([NH:12][CH2:13][CH:14]([CH3:15])[CH3:16])[CH:8]=[C:7]([CH3:17])[N:6]=1. Reported procedure: Anhydrous dichloromethane (300 ml), 2-chloro-N4-(2-methylpropyl)-6-methyl pyridin-3,4-diamine (4.14 g) from Part B and triethylamine (2.93 ml) were combined and cooled to 0° C. To the resulting mixture was added dropwise ethoxyacetyl chloride (2.49 g). After 1 hour the resulting reaction mixture was allowed to warm to room temperature. After 2 hours, the reaction, monitored by HPLC, was complete, and the solvent was removed under reduced pressure. The resulting yellow oil was dissolved in ethyl ... The reactants are BrCc1ccccc1, O=C([O-])[O-], CN(C)C=O, [K+], [K+], O, CCCc1cc(C(=O)OC)ccc1O. The product is CCCc1cc(C(=O)OC)ccc1OCc1ccccc1. As a reaction SMILES: [Br:15][CH2:16][c:17]1[cH:18][cH:19][cH:20][cH:21][cH:22]1.[C:23](=[O:24])([O-:25])[O-:26].[CH3:30][N:31]([CH3:32])[CH:33]=[O:34].[K+:27].[K+:28].[OH2:29].[OH:1][c:2]1[c:3]([CH2:12][CH2:13][CH3:14])[cH:4][c:5]([C:6](=[O:7])[O:8][CH3:9])[cH:10][cH:11]1>>[O:1]([c:2]1[c:3]([CH2:12][CH2:13][CH3:14])[cH:4][c:5]([C:6](=[O:7])[O:8][CH3:9])[cH:10][cH:11]1)[CH2:16][c:17]1[cH:18][cH:19][cH:20][cH:21][cH:22]1. The reactants are CS(=O)(=O)OC1=C(C=CC=C1)CCOC1=CC=C(C=C2C(NC(S2)=O)=O)C=C1 (5-(4-[2-(2 methanesulfonyloxyphenyl)ethoxy]benzylidene)thiazolidine-2,4-dione), C(C)OC(=O)C1=C(NC(=C(C1)C(=O)OCC)C)C (diethyl-1,4-dihydro-2,6-dimethyl-3,5-pyridine dicarboxylate). Run at temperature 150 celsius, time 1 hour. Yields the product CS(=O)(=O)OC1=C(C=CC=C1)CCOC1=CC=C(C=C1)CC1C(NC(S1)=O)=O (5-([4-[2-(2-Methanesulfonyloxyphenyl)ethoxy]phenyl]methyl)thiazolidine-2,4-dione). Yield: 50.7%. As a reaction SMILES: [CH3:1][S:2]([O:5][C:6]1[CH:11]=[CH:10][CH:9]=[CH:8][C:7]=1[CH2:12][CH2:13][O:14][C:15]1[CH:28]=[CH:27][C:18]([CH:19]=[C:20]2[S:24][C:23](=[O:25])[NH:22][C:21]2=[O:26])=[CH:17][CH:16]=1)(=[O:4])=[O:3].C(OC(C1CC(C(OCC)=O)=C(C)NC=1C)=O)C>>[CH3:1][S:2]([O:5][C:6]1[CH:11]=[CH:10][CH:9]=[CH:8][C:7]=1[CH2:12][CH2:13][O:14][C:15]1[CH:28]=[CH:27][C:18]([CH2:19][CH:20]2[S:24][C:23](=[O:25])[NH:22][C:21]2=[O:26])=[CH:17][CH:16]=1)(=[O:3])=[O:4]. Procedure: 1.63 g (3.2 mmole) 5-(4-[2-(2 methanesulfonyloxyphenyl)ethoxy]benzylidene)thiazolidine-2,4-dione and 1.23 g (4.8 mmole) diethyl-1,4-dihydro-2,6-dimethyl-3,5-pyridine dicarboxylate was mixed and heated to 150° C. and kept at this temperature for 1 hour. The reaction mixture was cooled and purified by chromatography on silica gel using ethyl acetate:petroleum ether (1:2) as eluent to give 0.684 g (yield 51%) of the desired product. Starting materials: COC=1C=C(C=C(C1)OC)Cl (3,5-dimethoxyphenyl chloride), [OH-].[OH-].C(C)(=O)C=1C=C(C=CC1)[B+2] (3-acetylphenylboron dihydroxide), [F-].[K+] (potassium fluoride). The reagents and catalysts are C(C)(=O)[O-].[Pd+2].C(C)(=O)[O-] (palladium acetate), C(C)(C)(C)P(C1=C(C=CC=C1)C1=CC=CC=C1)C(C)(C)C (2-(di-tert-butylphosphino)biphenyl). The product is C(C)(=O)C=1C=C(C=CC1)C1=CC(=CC(=C1)OC)OC (3-acetyl-3′,5′-dimethoxybiphenyl). The yield is 90.5%. RXN SMILES: [CH3:1][O:2][C:3]1[CH:4]=[C:5](Cl)[CH:6]=[C:7]([O:9][CH3:10])[CH:8]=1.[OH-].[OH-].[C:14]([C:17]1[CH:18]=[C:19]([B+2])[CH:20]=[CH:21][CH:22]=1)(=[O:16])[CH3:15].[F-].[K+]>C([O-])(=O)C.[Pd+2].C([O-])(=O)C.C(P(C(C)(C)C)C1C=CC=CC=1C1C=CC=CC=1)(C)(C)C>[C:14]([C:17]1[CH:22]=[C:21]([C:5]2[CH:4]=[C:3]([O:2][CH3:1])[CH:8]=[C:7]([O:9][CH3:10])[CH:6]=2)[CH:20]=[CH:19][CH:18]=1)(=[O:16])[CH3:15] |f:1.2.3,4.5,6.7.8|. Procedure details: An oven dried Schlenk tube was evacuated and backfilled with argon and charged with palladium acetate (2.2 mg, 0.01 mmol, 1.0 mol %), 2-(di-tert-butylphosphino)biphenyl (6.0 mg, 0.020 mmol, 2.0 mol %), 3,5-dimethoxyphenyl chloride (173 mg, 1.0 mmol), 3-acetylphenylboron dihydroxide (246 mg, 1.5 mmol), and potassium fluoride (174 mg, 3.0 mmol). The tube was evacuated and backfilled with argon, and THF (1 mL) was added through a rubber septum. The reaction mixture was stirred at room temperature u...